Dataset: the Open Reaction Database (ORD), a public repository of structured organic reaction records. Task: describe an organic reaction: reactants, conditions, products, and yield Reactants: Cl.ClC(COC(NCCCC[C@@H](C(N)=O)N)=O)(Cl)Cl (((5S)-5-amino-5-carbamoylpentyl)carbamic acid 2,2,2-trichloroethyl ester hydrochloride), C(C)(C)(C)OC(=O)CNC(C(=O)O)CC=1SC=CC1 (2-(tert-Butoxycarbonylmethylamino)-3-(2-thienyl)propionic acid), C=1C=CC2=C(C1)N=NN2O (HOBt), CCN=C=NCCCN(C)C (EDAC). Solvent: C(Cl)Cl (methylene chloride), C(Cl)Cl (Methylene chloride). Reaction conditions: time 8 hour. Product: ClC(COC(NCCCC[C@H](NC([C@@H](CC=1SC=CC1)NC)=O)C(N)=O)=O)(Cl)Cl ([(5S)-5-carbamoyl-5-((2R)-2-methylamino-3-(2-thienyl)-propionylamino)-pentyl]-carbamic acid 2,2,2-trichloroethyl ester). The yield is 64.4%. Reaction SMILES: C(OC([CH2:8][NH:9][CH:10]([CH2:14][C:15]1[S:16][CH:17]=[CH:18][CH:19]=1)[C:11]([OH:13])=O)=O)(C)(C)C.C1C=CC2N(O)N=NC=2C=1.CCN=C=NCCCN(C)C.Cl.[Cl:42][C:43]([Cl:59])([Cl:58])[CH2:44][O:45][C:46](=[O:57])[NH:47][CH2:48][CH2:49][CH2:50][CH2:51][C@H:52]([NH2:56])[C:53](=[O:55])[NH2:54]>C(Cl)Cl>[Cl:42][C:43]([Cl:58])([Cl:59])[CH2:44][O:45][C:46](=[O:57])[NH:47][CH2:48][CH2:49][CH2:50][CH2:51][C@@H:52]([C:53](=[O:55])[NH2:54])[NH:56][C:11](=[O:13])[C@H:10]([NH:9][CH3:8])[CH2:14][C:15]1[S:16][CH:17]=[CH:18][CH:19]=1 |f:3.4|. Procedure: 2-(tert-Butoxycarbonylmethylamino)-3-(2-thienyl)propionic acid (10.07 g; 35 mmole), HOBt (5.72 g; 42 mmole) and EDAC (7.09 g; 37 mmole) were added to methylene chloride (200 ml) and stirred for 15 min. ((5S)-5-amino-5-carbamoylpentyl)carbamic acid 2,2,2-trichloroethyl ester hydrochloride (12.61 g; 35 mmole) was added and the mixture was stirred overnight. Methylene chloride (200 ml) was added and the organic phase was washed with water (200 ml), an aqueous solution of sodium hydrogensulphate (20... Reactants: C(C)OC(=O)C1=C(N=C(O1)C1=C(C(=CC=C1)N1C(C2=CC=C(C=C2C=N1)C(C)(C)C)=O)COC(C)=O)C (2-[2-acetoxymethyl-3-(6-tert-butyl-1-oxo-1H-phthalazin-2-yl)-phenyl]-4-methyl-oxazole-5-carboxylic acid ethyl ester), N.CO (NH3 MeOH). Conditions: time 2 day. Yields the product C(C)(C)(C)C=1C=C2C=NN(C(C2=CC1)=O)C=1C(=C(C=CC1)C=1OC(=C(N1)C)C(=O)N)CO (2-[3-(6-tert-butyl-1-oxo-1H-phthalazin-2-yl)-2-hydroxymethyl-phenyl]-4-methyl-oxazole-5-carboxylic acid amide). The yield is 68.0%. As a reaction SMILES: C([O:3][C:4]([C:6]1[O:10][C:9]([C:11]2[CH:16]=[CH:15][CH:14]=[C:13]([N:17]3[N:26]=[CH:25][C:24]4[C:19](=[CH:20][CH:21]=[C:22]([C:27]([CH3:30])([CH3:29])[CH3:28])[CH:23]=4)[C:18]3=[O:31])[C:12]=2[CH2:32][O:33]C(=O)C)=[N:8][C:7]=1[CH3:37])=O)C.[NH3:38].CO>>[C:27]([C:22]1[CH:23]=[C:24]2[C:19](=[CH:20][CH:21]=1)[C:18](=[O:31])[N:17]([C:13]1[C:12]([CH2:32][OH:33])=[C:11]([C:9]3[O:10][C:6]([C:4]([NH2:38])=[O:3])=[C:7]([CH3:37])[N:8]=3)[CH:16]=[CH:15][CH:14]=1)[N:26]=[CH:25]2)([CH3:29])([CH3:28])[CH3:30] |f:1.2|. Procedure: The above 2-[2-acetoxymethyl-3-(6-tert-butyl-1-oxo-1H-phthalazin-2-yl)-phenyl]-4-methyl-oxazole-5-carboxylic acid ethyl ester was dissolved in 10 mL of NH3/MeOH. The reaction was stirred at room temperature for two days. The solvent was removed under reduced pressure and the residue was purified by silica gel chromatography (petroleum ether/ethyl acetate=1:1) to give 2-[3-(6-tert-butyl-1-oxo-1H-phthalazin-2-yl)-2-hydroxymethyl-phenyl]-4-methyl-oxazole-5-carboxylic acid amide (47 mg, yield 68% fo... Reactants: ClC(C(=O)N)C(C)=O (2-chloro-3-oxobutyramide), C(C)(=O)Cl (acetyl chloride), 43, enol. Run in C(C)(=O)OC(C)=O (acetic anhydride). Product: C(C)(=O)NC(C(C(C)=O)Cl)=O (N-Acetyl-2-chloro-3-oxobutyramide). As a reaction SMILES: [Cl:1][CH:2]([C:6](=[O:8])[CH3:7])[C:3]([NH2:5])=[O:4].[C:9](Cl)(=[O:11])[CH3:10]>C(OC(=O)C)(=O)C>[C:9]([NH:5][C:3](=[O:4])[CH:2]([Cl:1])[C:6](=[O:8])[CH3:7])(=[O:11])[CH3:10]. Procedure: A solution of 2-chloro-3-oxobutyramide (1 g) in acetic anhydride (5 ml) containing acetyl chloride (1 ml) was heated in a 100° oil bath for 2 hours. Excess reagent was evaporated under reduced pressure and the residue was vacuum distilled in a kugelrohr apparatus. The distilled product crystallized to give a colorless solid with mp 54°-8°; ir (Nujol) 3200 and 1700 cm-1 (broad); nmr (CDCl2) 2.28 (CH3), 2.47 (CH3), 5.53 (CH), and 9.7 ppm (NH), (a weaker set of singlets corresponding to the enol ap... Reactants: S(N)(=O)(=O)Cl (sulfamoyl chloride), BrC1=CC=C(OCCO)C=C1 (2-(4-bromophenoxy)ethanol). The product is S(N)(=O)(=O)OCCOC1=CC=C(C=C1)Br (2-(4-Bromophenoxy)ethanol sulfamate). Isolated yield 69.0%. As a reaction SMILES: [S:1](Cl)(=[O:4])(=[O:3])[NH2:2].[Br:6][C:7]1[CH:16]=[CH:15][C:10]([O:11][CH2:12][CH2:13][OH:14])=[CH:9][CH:8]=1>>[S:1]([O:14][CH2:13][CH2:12][O:11][C:10]1[CH:15]=[CH:16][C:7]([Br:6])=[CH:8][CH:9]=1)(=[O:4])(=[O:3])[NH2:2]. Procedure details: The title compound was prepared by the procedures of Example 33 from sulfamoyl chloride and 2-(4-bromophenoxy)ethanol as white solid, mp 134°-137° C., in 69% yield. The reactants are CS(C)=O, CC1(C)OCC(CCl)O1, [K+], [OH-], O, Nc1cc[nH]n1. Product: CC1(C)OCC(Cn2ccc(N)n2)O1. RXN SMILES: [CH3:19][S:20]([CH3:21])=[O:22].[Cl:9][CH2:10][CH:11]1[O:12][C:13]([CH3:16])([CH3:17])[O:14][CH2:15]1.[K+:8].[OH-:7].[OH2:18].[nH:1]1[n:2][c:3]([NH2:6])[cH:4][cH:5]1>>[n:1]1([CH2:10][CH:11]2[O:12][C:13]([CH3:16])([CH3:17])[O:14][CH2:15]2)[n:2][c:3]([NH2:6])[cH:4][cH:5]1. Starting materials: BrC=1C=CC=C(C1NC=1C=NC=C(C1)F)N (6-bromo-N1-(5-fluoropyridin-3-yl)benzene-1,2-diamine), [NH4+].[Cl-] (NH4Cl), N([C@@H](C)C(=O)O)C(=O)OC(C)(C)C (Boc-L-Ala-OH), CN1CCOCC1 (N-methylmorpholine), ClC(=O)OCC(C)C (isobutyl chloroformate). Run in C(Cl)Cl (DCM), C(Cl)Cl (DCM). Reaction conditions: temperature -10 celsius, time 30 minute. Yields the product BrC=1C(=C(C=CC1)NC([C@H](C)NC(OC(C)(C)C)=O)=O)NC=1C=NC=C(C1)F ((S)-tert-butyl 1-(3-bromo-2-(5-fluoropyridin-3-ylamino)phenylamino)-1-oxopropan-2-ylcarbamate). Reaction SMILES: [NH:1]([C:7]([O:9][C:10]([CH3:13])([CH3:12])[CH3:11])=[O:8])[C@H:2]([C:4]([OH:6])=O)[CH3:3].CN1CCOCC1.ClC(OCC(C)C)=O.[Br:29][C:30]1[CH:31]=[CH:32][CH:33]=[C:34]([NH2:44])[C:35]=1[NH:36][C:37]1[CH:38]=[N:39][CH:40]=[C:41]([F:43])[CH:42]=1.[NH4+].[Cl-]>C(Cl)Cl>[Br:29][C:30]1[C:35]([NH:36][C:37]2[CH:38]=[N:39][CH:40]=[C:41]([F:43])[CH:42]=2)=[C:34]([NH:44][C:4](=[O:6])[C@@H:2]([NH:1][C:7](=[O:8])[O:9][C:10]([CH3:13])([CH3:12])[CH3:11])[CH3:3])[CH:33]=[CH:32][CH:31]=1 |f:4.5|. Procedure: To a −10° C. solution (NaCl-ice bath) of Boc-L-Ala-OH (6.36 g, 33.6 mmol) and N-methylmorpholine (3.88 mL, 35.3 mmol) in DCM (84 mL) was added isobutyl chloroformate (4.40 mL, 33.6 mmol). The resulting cloudy colorless mixture was stirred at −10° C. for 30 min. To the mixture was then added a solution of 6-bromo-N1-(5-fluoropyridin-3-yl)benzene-1,2-diamine (4.7437 g, 16.81 mmol) in DCM (84 mL). The resulting mixture was allowed to warm to rt with stirring. After 20 h, satd. NH4Cl (100 mL) was ad...